Dataset: the Open Reaction Database (ORD), a public repository of structured organic reaction records. Task: describe an organic reaction: reactants, conditions, products, and yield Starting materials: NC1=C(C=C(C=C1Cl)S(=O)(=O)NC(C(=O)N1CCC(CC1)C(=O)OCC)CC1=CC2=C(NC=N2)C=C1)Cl (4-amino-N-[1-(1H-benzimidazol-5-yl-methyl)-2-(4-carbethoxy-piperidin-1-yl)-2-oxo-ethyl]-3,5-dichloro-benzenesulphonamide), [OH-].[Na+] (sodium hydroxide). The product is NC1=C(C=C(C=C1Cl)S(=O)(=O)NC(C(=O)N1CCC(CC1)C(=O)O)CC1=CC2=C(NC=N2)C=C1)Cl (4-Amino-N-[1-(1H-benzimidazol-5-yl-methyl)-2-(4-carboxy-piperidin-1-yl)-2-oxo-ethyl]-3,5-dichlorobenzenesulphonamide). RXN SMILES: [NH2:1][C:2]1[C:7]([Cl:8])=[CH:6][C:5]([S:9]([NH:12][CH:13]([CH2:27][C:28]2[CH:36]=[CH:35][C:31]3[NH:32][CH:33]=[N:34][C:30]=3[CH:29]=2)[C:14]([N:16]2[CH2:21][CH2:20][CH:19]([C:22]([O:24]CC)=[O:23])[CH2:18][CH2:17]2)=[O:15])(=[O:11])=[O:10])=[CH:4][C:3]=1[Cl:37].[OH-].[Na+]>>[NH2:1][C:2]1[C:3]([Cl:37])=[CH:4][C:5]([S:9]([NH:12][CH:13]([CH2:27][C:28]2[CH:36]=[CH:35][C:31]3[NH:32][CH:33]=[N:34][C:30]=3[CH:29]=2)[C:14]([N:16]2[CH2:17][CH2:18][CH:19]([C:22]([OH:24])=[O:23])[CH2:20][CH2:21]2)=[O:15])(=[O:10])=[O:11])=[CH:6][C:7]=1[Cl:8] |f:1.2|. Procedure details: Prepared from 4-amino-N-[1-(1H-benzimidazol-5-yl-methyl)-2-(4-carbethoxy-piperidin-1-yl)-2-oxo-ethyl]-3,5-dichloro-benzenesulphonamide and 1N sodium hydroxide solution analogously to Example 24.